This data is from the Open Reaction Database (ORD), a public repository of structured organic reaction records. The task is: describe an organic reaction: reactants, conditions, products, and yield The reactants are CCN=C=NCCCN(C)C, ClCCl, CC1CN(c2ccc(N3CCN(c4ccc(C(=O)O)cc4)CC3)cc2)CC(C)O1, Cl, On1nnc2ccccc21. Yields the product CC1CN(c2ccc(N3CCN(c4ccc(C(=O)On5nnc6ccccc65)cc4)CC3)cc2)CC(C)O1. As a reaction SMILES: [CH2:41]([N:42]=[C:43]=[N:44][CH2:45][CH2:46][CH2:47][N:48]([CH3:49])[CH3:50])[CH3:51].[CH2:52]([Cl:53])[Cl:54].[CH3:1][CH:2]1[O:3][CH:4]([CH3:29])[CH2:5][N:6]([c:8]2[cH:9][cH:10][c:11]([N:14]3[CH2:15][CH2:16][N:17]([c:20]4[cH:21][cH:22][c:23]([C:24](=[O:25])[OH:26])[cH:27][cH:28]4)[CH2:18][CH2:19]3)[cH:12][cH:13]2)[CH2:7]1.[ClH:40].[OH:30][n:31]1[n:32][n:33][c:34]2[c:35]1[cH:36][cH:37][cH:38][cH:39]2>>[CH3:1][CH:2]1[O:3][CH:4]([CH3:29])[CH2:5][N:6]([c:8]2[cH:9][cH:10][c:11]([N:14]3[CH2:15][CH2:16][N:17]([c:20]4[cH:21][cH:22][c:23]([C:24]([O:25][n:31]5[n:32][n:33][c:34]6[c:35]5[cH:36][cH:37][cH:38][cH:39]6)=[O:26])[cH:27][cH:28]4)[CH2:18][CH2:19]3)[cH:12][cH:13]2)[CH2:7]1. Starting materials: ClC1=CC=C(C=C1)C1=NC2=C(N1C(CO)C1CCCCC1)C=C(C(=C2)F)F (2-[2-(4-chloro-phenyl)-5,6-difluoro-benzoimidazol-1-yl]-2-cyclohexyl-ethanol), C1(=CC=CC=C1)O (phenol), C(CCC)P(CCCC)CCCC (tri-n-butylphosphin), CN(C(=O)N=NC(=O)N(C)C)C (N,N,N′,N′-tetramethylazodicarboxamide). Solvent: O1CCCC1 (tetrahydrofuran). Run at temperature 0 celsius, time 18 hour. The product is ClC1=CC=C(C=C1)C1=NC2=C(N1C(COC1=CC=CC=C1)C1CCCCC1)C=C(C(=C2)F)F (2-(4-Chloro-phenyl)-1-(1-cyclohexyl-2-phenoxy-ethyl)-5,6-difluoro-1H-benzoimidazole). RXN SMILES: [Cl:1][C:2]1[CH:7]=[CH:6][C:5]([C:8]2[N:12]([CH:13]([CH:16]3[CH2:21][CH2:20][CH2:19][CH2:18][CH2:17]3)[CH2:14][OH:15])[C:11]3[CH:22]=[C:23]([F:27])[C:24]([F:26])=[CH:25][C:10]=3[N:9]=2)=[CH:4][CH:3]=1.[C:28]1(O)[CH:33]=[CH:32][CH:31]=[CH:30][CH:29]=1.C(P(CCCC)CCCC)CCC.CN(C)C(N=NC(N(C)C)=O)=O>O1CCCC1>[Cl:1][C:2]1[CH:7]=[CH:6][C:5]([C:8]2[N:12]([CH:13]([CH:16]3[CH2:17][CH2:18][CH2:19][CH2:20][CH2:21]3)[CH2:14][O:15][C:28]3[CH:33]=[CH:32][CH:31]=[CH:30][CH:29]=3)[C:11]3[CH:22]=[C:23]([F:27])[C:24]([F:26])=[CH:25][C:10]=3[N:9]=2)=[CH:4][CH:3]=1. Reported procedure: To a solution of 0.2 g (0.51 mmol) 2-[2-(4-chloro-phenyl)-5,6-difluoro-benzoimidazol-1-yl]-2-cyclohexyl-ethanol (Ex. 1, int. c) in 4 mL tetrahydrofuran were added 53 mg (0.56 mmol) phenol and 124 mg (0.61 mmol) tri-n-butylphosphin. The reaction mixture was cooled down to 0° C. and 106 mg (0.61 mmol) N,N,N′,N′-tetramethylazodicarboxamide were added. After stirring for 18 h at room temperature the reaction mixture was evaporated. The residue was purified by silica gel chromatography using a MPLC s... Product: Nc1ncc(I)nc1C(=O)c1ccccc1. RXN SMILES: [Br:15][Mg:16][c:17]1[cH:18][cH:19][cH:20][cH:21][cH:22]1.[CH2:36]1[O:37][CH2:38][CH2:39][CH2:40]1.[CH3:1][O:2][N:3]([C:4](=[O:5])[c:6]1[n:7][c:8]([I:13])[cH:9][n:10][c:11]1[NH2:12])[CH3:14].[Cl:42][CH2:43][Cl:44].[OH2:41].[OH:23][C:24]([CH2:25][C:26]([C:27](=[O:28])[OH:29])([CH2:30][C:31](=[O:32])[OH:33])[OH:34])=[O:35]>>[C:4](=[O:5])([c:6]1[n:7][c:8]([I:13])[cH:9][n:10][c:11]1[NH2:12])[c:17]1[cH:18][cH:19][cH:20][cH:21][cH:22]1. Starting materials: Br[Mg]c1ccccc1, C1CCOC1, CON(C)C(=O)c1nc(I)cnc1N, ClCCl, O, O=C(O)CC(O)(CC(=O)O)C(=O)O. Starting materials: ClCCl, O=C1CNCCN1, C1COCCO1, O=S(=O)(Cl)c1ccccc1, c1ccncc1. Yields the product O=C1CN(S(=O)(=O)c2ccccc2)CCN1. As a reaction SMILES: [Cl:8][CH2:9][Cl:10].[NH:1]1[C:2](=[O:7])[CH2:3][NH:4][CH2:5][CH2:6]1.[O:11]1[CH2:12][CH2:13][O:14][CH2:15][CH2:16]1.[c:17]1([S:23](=[O:24])(=[O:25])[Cl:26])[cH:18][cH:19][cH:20][cH:21][cH:22]1.[cH:27]1[cH:28][cH:29][n:30][cH:31][cH:32]1>>[NH:1]1[C:2](=[O:7])[CH2:3][N:4]([S:23]([c:17]2[cH:18][cH:19][cH:20][cH:21][cH:22]2)(=[O:24])=[O:25])[CH2:5][CH2:6]1. The reactants are Br/C=C/c1ccc(OC)cc1, Cl[C@H](CCC1)c2c1cccc2. Reagents/catalysts: [Na+].[I-], Cl[Ni]Cl.COCCOC, C1(C2(C3=N[C@H](c4ccccc4C5)[C@H]5O3)CC2)=N[C@H]6[C@H](Cc7ccccc76)O1. Conditions: temperature 0 celsius, time 3.25 hour. Run in CC(N(C)C)=O. Product: COc1ccc(/C=C/[C@@H]2CCCc3ccccc32)cc1. Yield: 63.0%. Starting materials: OC1=CC=C(C=C1)C1=CC=C(C=C1)CCC(=O)OCC (ethyl 3-(4′-hydroxybiphenyl-4-yl)propanoate), BrC\C(=N/OC)\C1=CC=CC=C1 ((1Z)-2-bromo-N-methoxy-1-phenylethanimine). Yields the product CO\N=C(/COC1=CC=C(C=C1)C1=CC=C(C=C1)CCC(=O)O)\C1=CC=CC=C1 (3-(4′-{[(2Z)-2-(Methoxyimino)-2-phenylethyl]oxy}biphenyl-4-yl)propanoic acid). RXN SMILES: [OH:1][C:2]1[CH:7]=[CH:6][C:5]([C:8]2[CH:13]=[CH:12][C:11]([CH2:14][CH2:15][C:16]([O:18]CC)=[O:17])=[CH:10][CH:9]=2)=[CH:4][CH:3]=1.Br[CH2:22]/[C:23](/[C:27]1[CH:32]=[CH:31][CH:30]=[CH:29][CH:28]=1)=[N:24]\[O:25][CH3:26]>>[CH3:26][O:25]/[N:24]=[C:23](/[C:27]1[CH:32]=[CH:31][CH:30]=[CH:29][CH:28]=1)\[CH2:22][O:1][C:2]1[CH:3]=[CH:4][C:5]([C:8]2[CH:9]=[CH:10][C:11]([CH2:14][CH2:15][C:16]([OH:18])=[O:17])=[CH:12][CH:13]=2)=[CH:6][CH:7]=1. Procedure: Compound 115 was synthesized from ethyl 3-(4′-hydroxybiphenyl-4-yl)propanoate (0.27 g, 1 mmol) and (1Z)-2-bromo-N-methoxy-1-phenylethanimine (0.23 g, 1 mmol) by following the procedure described in scheme 39. (0.2 g, 49.8%) purity: 99.5%.